Task: describe an organic reaction: reactants, conditions, products, and yield. Dataset: the Open Reaction Database (ORD), a public repository of structured organic reaction records Starting materials: 6-F, ClC=1C(=NC(=C(C1Cl)Cl)Cl)C#N (3,4,5,6-tetrachloropicolinonitrile), FC=1C(=NC(=C(C1F)F)F)C#N (3,4,5,6-tetrafluoropicolinonitrile), mixture, halogen, halogenated picolinonitriles, 4-F. The reagents and catalysts are [Cl-].C(CCC)[P+](CCCC)(CCCC)CCCC (tetrabutyl phosphonium chloride). The solvent is C(Cl)Cl (methylene chloride). Reaction conditions: temperature 160 celsius, time 1 hour. The product is ClC=1C(=NC(=C(C1F)F)F)C#N (3-chloro-4,5,6-trifluoropicolinonitrile). As a reaction SMILES: [Cl:1]C1C(C#N)=NC(Cl)=C(Cl)C=1Cl.F[C:14]1[C:15]([C:23]#[N:24])=[N:16][C:17]([F:22])=[C:18]([F:21])[C:19]=1[F:20]>[Cl-].C([P+](CCCC)(CCCC)CCCC)CCC.C(Cl)Cl>[Cl:1][C:14]1[C:15]([C:23]#[N:24])=[N:16][C:17]([F:22])=[C:18]([F:21])[C:19]=1[F:20] |f:2.3|. Procedure: A mixture of 3,4,5,6-tetrachloropicolinonitrile (16.1 g, 66 millimoles (mmol)) and 3,4,5,6-tetrafluoropicolinonitrile (5.9 g, 33 mmol) were heated to 160° C. under nitrogen to form a solution. To this stirred solution was added tetrabutyl phosphonium chloride (Bu4PCl; 0.36 g, 1.2 mmol), and the solution was held at 160° C. for 1 h. An aliquot was dissolved in methylene chloride (CH2Cl2) and passed through a short pad of silica gel before GC analysis. The profile of halogenated picolinonitriles w... Starting materials: COC(C=1C=C(N(N1)C1=CC=C(C=C1)F)C1=CC=NC=C1)OC (4-[5-dimethoxymethyl-2-(4-fluoro-phenyl)-2H-pyrazol-3-yl]-pyridine), CC(CO)(CO)C (2,2-dimethylpropane-1,3-diol), C1(=CC=C(C=C1)S(=O)(=O)O)C (p-toluene sulfonic acid), O (water). The solvent is C1(=CC=CC=C1)C (toluene). Yields the product CC1(COC(OC1)C=1C=C(N(N1)C1=CC=C(C=C1)F)C1=CC=NC=C1)C (4-[5-(5,5-Dimethyl-[1,3]dioxan-2-yl)-2-(4-fluoro-phenyl)-2H-pyrazol-3-yl]-pyridine). Isolated yield 29.6%. As a reaction SMILES: [CH3:1][O:2][CH:3]([O:22][CH3:23])[C:4]1[CH:5]=[C:6]([C:16]2[CH:21]=[CH:20][N:19]=[CH:18][CH:17]=2)[N:7]([C:9]2[CH:14]=[CH:13][C:12]([F:15])=[CH:11][CH:10]=2)[N:8]=1.[CH3:24][C:25](C)(CO)[CH2:26]O.C1(C)C=CC(S(O)(=O)=O)=CC=1.O>C1(C)C=CC=CC=1>[CH3:24][C:25]1([CH3:26])[CH2:23][O:22][CH:3]([C:4]2[CH:5]=[C:6]([C:16]3[CH:21]=[CH:20][N:19]=[CH:18][CH:17]=3)[N:7]([C:9]3[CH:14]=[CH:13][C:12]([F:15])=[CH:11][CH:10]=3)[N:8]=2)[O:2][CH2:1]1. Reported procedure: A solution of 4-[5-dimethoxymethyl-2-(4-fluoro-phenyl)-2H-pyrazol-3-yl]-pyridine (3 g, Reference Example 1), 2,2-dimethylpropane-1,3-diol (2.2 g) and p-toluene sulfonic acid (2 g) in dry toluene (50 ml) was refluxed for 1 hour with azeotropic removal of water. The reaction mixture was cooled to room temperature then evaporated. The residue was partitioned between ethyl acetate (50 ml) and saturated aqueous sodium carbonate solution (50 ml). The organic phase was washed three times with water (50... Reactants: CC(C)(C)[O-], CN(C)C=O, N#Cc1ccc(-c2ccc(NC(=O)NCCCl)cc2)cc1, [K+], O. The product is N#Cc1ccc(-c2ccc(N3CCNC3=O)cc2)cc1. As a reaction SMILES: [CH3:1][C:2]([CH3:3])([O-:4])[CH3:5].[CH3:29][N:30]([CH3:31])[CH:32]=[O:33].[Cl:7][CH2:8][CH2:9][NH:10][C:11](=[O:12])[NH:13][c:14]1[cH:15][cH:16][c:17](-[c:20]2[cH:21][cH:22][c:23]([C:26]#[N:27])[cH:24][cH:25]2)[cH:18][cH:19]1.[K+:6].[OH2:28]>>[CH2:8]1[CH2:9][NH:10][C:11](=[O:12])[N:13]1[c:14]1[cH:15][cH:16][c:17](-[c:20]2[cH:21][cH:22][c:23]([C:26]#[N:27])[cH:24][cH:25]2)[cH:18][cH:19]1. Reactants: O=C1NC2=C(C=CC=C2C1)OCC1=CC=CC=C1 (2-oxo-7-benzyloxyindoline), [OH-].[Na+] (sodium hydroxide), O1CCOCC1 (dioxane). Solvent: O (water). Product: NC1=C(C=CC=C1OCC1=CC=CC=C1)CC(=O)O (2-(2-amino-3-benzyloxyphenyl)acetic acid). As a reaction SMILES: [O:1]=[C:2]1[CH2:10][C:9]2[C:4](=[C:5]([O:11][CH2:12][C:13]3[CH:18]=[CH:17][CH:16]=[CH:15][CH:14]=3)[CH:6]=[CH:7][CH:8]=2)[NH:3]1.[OH-].[Na+].[O:21]1CCOCC1>O>[NH2:3][C:4]1[C:5]([O:11][CH2:12][C:13]2[CH:18]=[CH:17][CH:16]=[CH:15][CH:14]=2)=[CH:6][CH:7]=[CH:8][C:9]=1[CH2:10][C:2]([OH:21])=[O:1] |f:1.2|. Procedure details: A mixture of 2-oxo-7-benzyloxyindoline (2.15 g.), sodium hydroxide (0.84 g.), dioxane (20 ml.) and water (20 ml.) was refluxed under heating for 72 hours with stirring. After cooling, the reaction mixture was evaporated under reduced pressure. The residue was dissolved in water and the solution was washed with ethyl acetate. Diethyl ether was added to the solution and adjusted to pH 4 to 5 with 5% sulfuric acid. The diethyl ether layer was separated, washed with water, dried over magnesium sulfa... Starting materials: FC1=C(C=CC(=C1)F)C1=NC(=NC=N1)NC1=CC(=CC=C1)CS(=O)(=O)C (4-(2,4-difluorophenyl)-N-{3-[(methylsulfonyl)methyl]phenyl}-1,3,5-triazin-2-amine), intermediate 42.1, CC=1C=C(CO)C=CC1 (3-methylbenzyl alcohol). Product: FC1=CC(=C(C=C1)C1=NC(=NC=N1)NC1=CC(=CC=C1)CS(=O)(=O)C)OCC1=CC(=CC=C1)C (4-{4-Fluoro-2-[(3-methylbenzyl)oxy]phenyl}-N-{3-[(methylsulfonyl)methyl]phenyl}-1,3,5-triazin-2-amine). Reaction SMILES: F[C:2]1[CH:7]=[C:6]([F:8])[CH:5]=[CH:4][C:3]=1[C:9]1[N:14]=[CH:13][N:12]=[C:11]([NH:15][C:16]2[CH:21]=[CH:20][CH:19]=[C:18]([CH2:22][S:23]([CH3:26])(=[O:25])=[O:24])[CH:17]=2)[N:10]=1.[CH3:27][C:28]1[CH:29]=[C:30]([CH:33]=[CH:34][CH:35]=1)[CH2:31][OH:32]>>[F:8][C:6]1[CH:5]=[CH:4][C:3]([C:9]2[N:14]=[CH:13][N:12]=[C:11]([NH:15][C:16]3[CH:21]=[CH:20][CH:19]=[C:18]([CH2:22][S:23]([CH3:26])(=[O:25])=[O:24])[CH:17]=3)[N:10]=2)=[C:2]([O:32][CH2:31][C:30]2[CH:33]=[CH:34][CH:35]=[C:28]([CH3:27])[CH:29]=2)[CH:7]=1. Reported procedure: Starting with 4-(2,4-difluorophenyl)-N-{3-[(methylsulfonyl)methyl]phenyl}-1,3,5-triazin-2-amine (75 mg; 0.197 mmol), intermediate 42.1, and 3-methylbenzyl alcohol (99 mg; 0.789 mmol), example 83 was prepared analogously to the procedure for the preparation of example 42.